From a dataset of the Open Reaction Database (ORD), a public repository of structured organic reaction records. describe an organic reaction: reactants, conditions, products, and yield Starting materials: CCOC(=O)C(C)=C(C)c1ccc(Br)cc1, CC(C)C[AlH]CC(C)C. Yields the product CC(CO)=C(C)c1ccc(Br)cc1. RXN SMILES: [Br:1][c:2]1[cH:3][cH:4][c:5]([C:8](=[C:9]([C:10](=[O:11])[O:12][CH2:13][CH3:14])[CH3:15])[CH3:16])[cH:6][cH:7]1.[CH3:17][CH:18]([CH2:19][AlH:20][CH2:21][CH:22]([CH3:23])[CH3:24])[CH3:25]>>[Br:1][c:2]1[cH:3][cH:4][c:5]([C:8](=[C:9]([CH2:10][OH:11])[CH3:15])[CH3:16])[cH:6][cH:7]1. Starting materials: BrC=1C=C(C=NC1)CN1N=C(N(C1=O)C[C@@H](C(F)(F)F)O)C1=CC=C(C=C1)Cl (2-[(5-Bromopyridin-3-yl)methyl]-5-(4-chlorophenyl)-4-[(2S)-3,3,3-trifluoro-2-hydroxypropyl]-2,4-dihydro-3H-1,2,4-triazol-3-one), ClC1=C(C=CC=C1Cl)B(O)O (2,3-dichlorophenylboronic acid). The product is ClC1=CC=C(C=C1)C=1N(C(N(N1)CC=1C=NC=C(C1)C1=C(C(=CC=C1)Cl)Cl)=O)C[C@@H](C(F)(F)F)O (5-(4-Chlorophenyl)-2-{[5-(2,3-dichlorophenyl)pyridin-3-yl]methyl}-4-[(2S)-3,3,3-trifluoro-2-hydroxypropyl]-2,4-dihydro-3H-1,2,4-triazol-3-one). As a reaction SMILES: Br[C:2]1[CH:3]=[C:4]([CH2:8][N:9]2[C:13](=[O:14])[N:12]([CH2:15][C@H:16]([OH:21])[C:17]([F:20])([F:19])[F:18])[C:11]([C:22]3[CH:27]=[CH:26][C:25]([Cl:28])=[CH:24][CH:23]=3)=[N:10]2)[CH:5]=[N:6][CH:7]=1.[Cl:29][C:30]1[C:35]([Cl:36])=[CH:34][CH:33]=[CH:32][C:31]=1B(O)O>>[Cl:28][C:25]1[CH:26]=[CH:27][C:22]([C:11]2[N:12]([CH2:15][C@H:16]([OH:21])[C:17]([F:20])([F:19])[F:18])[C:13](=[O:14])[N:9]([CH2:8][C:4]3[CH:5]=[N:6][CH:7]=[C:2]([C:34]4[CH:33]=[CH:32][CH:31]=[C:30]([Cl:29])[C:35]=4[Cl:36])[CH:3]=3)[N:10]=2)=[CH:23][CH:24]=1. Reported procedure: Analogously to the preparation of the compound in Example 86, 34 mg (0.07 mmol) of the compound from Example 29A and 20 mg (0.10 mmol) of 2,3-dichlorophenylboronic acid were reacted with one another. This gave 26 mg (69% of theory) of the target compound. Reactants: NC1=NC(=CC(=N1)SCC(=O)OCC)C (ethyl 2-[(2-amino-6-methylpyrimidin-4-yl)thio]acetate), C1(=CC=CC=C1)CCN (2-phenylethylamine), steel. Run in CO (MeOH). Product: NC1=NC(=CC(=N1)SCC(=O)NCCC1=CC=CC=C1)C (2-[(2-Amino-6-methyl-4-pyrimidinyl)thio]-N-(2-phenylethyl)acetamide). Isolated yield 76.7%. As a reaction SMILES: [NH2:1][C:2]1[N:7]=[C:6]([S:8][CH2:9][C:10]([O:12]CC)=O)[CH:5]=[C:4]([CH3:15])[N:3]=1.[C:16]1([CH2:22][CH2:23][NH2:24])[CH:21]=[CH:20][CH:19]=[CH:18][CH:17]=1>CO>[NH2:1][C:2]1[N:7]=[C:6]([S:8][CH2:9][C:10]([NH:24][CH2:23][CH2:22][C:16]2[CH:21]=[CH:20][CH:19]=[CH:18][CH:17]=2)=[O:12])[CH:5]=[C:4]([CH3:15])[N:3]=1. Procedure details: A mixture of 7.50 g (33.0 mmol) of ethyl 2-[(2-amino-6-methylpyrimidin-4-yl)thio]acetate, 4.40 g (36.3 mmol) of 2-phenylethylamine and 25 ml of MeOH was heated at 120° for 18 hrs. in a steel bomb. The reaction mixture was evaporated to a residual solid which yielded crude solid product (7.65 g, 76.7%), m.p. 114°-121° upon trituration with Et2O. The analytically pure sample was obtained after one recrystallization from 2-propanol, m.p. 130°-132° (3.79 g, 38%). The reactants are BrC=1C=C(C=CC1)NC([C@H](CC1=CC=CC=C1)NCC(=O)OCC)=O (Ethyl 2-((S)-1-(3-bromophenylamino)-1-oxo-3-phenylpropan-2-ylamino)acetate), N1=CN=CC(=C1)B(O)O (pyrimidin-5-ylboronic acid). Yields the product O=C([C@H](CC1=CC=CC=C1)NCC(=O)OCC)NC1=CC(=CC=C1)C=1C=NC=NC1 (Ethyl 2-((S)-1-oxo-3-phenyl-1-(3-(pyrimidin-5-yl)phenylamino)propan-2-ylamino)acetate). Yield: 41.0%. As a reaction SMILES: Br[C:2]1[CH:3]=[C:4]([NH:8][C:9](=[O:25])[C@@H:10]([NH:18][CH2:19][C:20]([O:22][CH2:23][CH3:24])=[O:21])[CH2:11][C:12]2[CH:17]=[CH:16][CH:15]=[CH:14][CH:13]=2)[CH:5]=[CH:6][CH:7]=1.[N:26]1[CH:31]=[C:30](B(O)O)[CH:29]=[N:28][CH:27]=1>>[O:25]=[C:9]([NH:8][C:4]1[CH:5]=[CH:6][CH:7]=[C:2]([C:30]2[CH:31]=[N:26][CH:27]=[N:28][CH:29]=2)[CH:3]=1)[C@@H:10]([NH:18][CH2:19][C:20]([O:22][CH2:23][CH3:24])=[O:21])[CH2:11][C:12]1[CH:17]=[CH:16][CH:15]=[CH:14][CH:13]=1. Procedure: The title compound was prepared from 107.1.B and pyrimidin-5-ylboronic acid according to the procedure described in Example 107.1.C. The crude product was purified to give 108.1.A (85 mg, 41% yield) as colorless crystals. 1H NMR (400 MHz, CDCl3) δ ppm 9.59 (s, 1H), 9.23 (s, 1H), 8.99 (s, 2H), 7.98 (t, J=1.9 Hz, 1H), 7.66-7.62 (m, 1H), 7.49 (t, J=8.0 Hz, 1H), 7.37-7.27 (m, 6H), 4.17-4.12 (m, 2H), 3.51 (dd, J=9.1, 4.1 Hz, 1H), 3.36 (s, 2H), 3.35 (dd, J=14.1, 4.3 Hz, 1H), 2.92 (dd, J=14.1, 9.0 Hz, ... Reactants: Cl (HCl), CN1CC[C@]23C4C(=O)C=C[C@]2([C@H]1CC5=C3C(=C(C=C5)OC)O4)O (14-hydroxycodeinone), CN1CC[C@]23C4=C5C=CC(=C4O[C@H]2C(=O)C=C[C@H]3[C@H]1C5)OC (codeinone). Product: CN1CC[C@]23C4=C5C=CC(=C4O[C@H]2C(=O)CC[C@]3([C@H]1C5)O)OC (oxycodone). Reaction SMILES: Cl.[CH3:2][N:3]1[C@@H:13]2[CH2:14][C:15]3[CH:20]=[CH:19][C:18]([O:21][CH3:22])=[C:17]4[O:23][CH:7]5[C:8]([CH:10]=[CH:11][C@:12]2([OH:24])[C@:6]5([C:16]=34)[CH2:5][CH2:4]1)=[O:9].CN1[C@@H]2CC3C=CC(OC)=C4O[C@H]5C(C=C[C@@H]2[C@]5(C=34)CC1)=O>>[CH3:2][N:3]1[C@@H:13]2[CH2:14][C:15]3[CH:20]=[CH:19][C:18]([O:21][CH3:22])=[C:17]4[O:23][C@H:7]5[C:8]([CH2:10][CH2:11][C@:12]2([OH:24])[C@:6]5([C:16]=34)[CH2:5][CH2:4]1)=[O:9]. Procedure details: A blank 0.1 M HCl, 0.25 mg/mL standards of 14-hydroxycodeinone and codeinone, 0.58 μg/mL and 0.58 μg/mL of an oxycodol in 0.1M HCL standard were prepared and then analysed using the above method. ˜1 mg/mL samples of the post hydrogenation liquors and isolated oxycodone alkaloid were also prepared in 0.1M HCl.